Dataset: the Open Reaction Database (ORD), a public repository of structured organic reaction records. Task: describe an organic reaction: reactants, conditions, products, and yield Starting materials: C(C)(SCC1(NC(OC1)=O)C)=O (S-(4-methyl-2-oxooxazolidin-4-yl)methyl ethanethioate), [OH-].[Na+] (NaOH), O (H2O). Solvent: CO (methanol). Run at time 2.5 hour. The product is SCC1(NC(OC1)=O)C (4-(Mercaptomethyl)-4-methyloxazolidin-2-one). RXN SMILES: C(=O)([S:3][CH2:4][C:5]1([CH3:11])[CH2:9][O:8][C:7](=[O:10])[NH:6]1)C.[OH-].[Na+].O>CO>[SH:3][CH2:4][C:5]1([CH3:11])[CH2:9][O:8][C:7](=[O:10])[NH:6]1 |f:1.2|. Procedure: To a solution of S-(4-methyl-2-oxooxazolidin-4-yl)methyl ethanethioate (6.07 g, 31.2 mmol) in methanol (30 ml) was added 5.0 M NaOH in H2O (10 ml, 50 mmol). The solution was stirred for 2.5 hour, concentrated in vacuo, suspended in ethyl acetate (400 ml), washed three times with 100 ml 5% NaHSO4, 100 ml saturated NaCl, dried on MgSO4, and concentrated in vacuo. The material was used without any further purification. LRMS (ESI/APCI) m/z 148 [M+H]+. Reactants: O(C1=CC=CC=C1)CC(CN)O (3-phenoxy-2-hydroxypropylamine), O=C(COC1=CC=C(CC2C(NC(S2)=O)=O)C=C1)C (5-[4-(2-oxopropoxy)benzyl]thiazolidine-2,4-dione), C(#N)[BH3-].[Na+] (sodium cyanoborohydride). Run in CO (methanol). The product is O(C1=CC=CC=C1)CC(CNC(COC1=CC=C(CC2C(NC(S2)=O)=O)C=C1)C)O (5-{4-[2-(3-Phenoxy-2-hydroxypropylamino)propoxy]benzyl}thiazolidine-2,4-dione). Yield: 76.1%. As a reaction SMILES: [O:1]([CH2:8][CH:9]([OH:12])[CH2:10][NH2:11])[C:2]1[CH:7]=[CH:6][CH:5]=[CH:4][CH:3]=1.O=[C:14]([CH3:31])[CH2:15][O:16][C:17]1[CH:30]=[CH:29][C:20]([CH2:21][CH:22]2[S:26][C:25](=[O:27])[NH:24][C:23]2=[O:28])=[CH:19][CH:18]=1.C([BH3-])#N.[Na+]>CO>[O:1]([CH2:8][CH:9]([OH:12])[CH2:10][NH:11][CH:14]([CH3:31])[CH2:15][O:16][C:17]1[CH:18]=[CH:19][C:20]([CH2:21][CH:22]2[S:26][C:25](=[O:27])[NH:24][C:23]2=[O:28])=[CH:29][CH:30]=1)[C:2]1[CH:7]=[CH:6][CH:5]=[CH:4][CH:3]=1 |f:2.3|. Reported procedure: A procedure similar to that described in Example 2 was repeated, except that 0.98 g of 3-phenoxy-2-hydroxypropylamine (prepared as described in Preparation 15), 3.39 g of 5-[4-(2-oxopropoxy)benzyl]thiazolidine-2,4-dione, 1.11 g of sodium cyanoborohydride and 60 ml of anhydrous methanol were used. The resulting crude product was purified by silica gel column chromatography (using a 10:1 by volume mixture of ethyl acetate and ethanol as the eluent) to give 1.92 g of the title compound, melting at ... The reactants are N1N=CC2=CC(=CC=C12)C=O (1H-indazole-5-carbaldehyde), C(#N)C=C(C)[O-].[Na+] (sodium 1-cyanoprop-1-en-2-olate), NC(=CC#N)C(F)(F)F (3-amino-4,4,4-trifluorobut-2-enenitrile), C(C)(=O)O (acetic acid). Run in C(CCCC)O (1-pentanol), C1CCOC1 (THF). The product is N1N=CC2=CC(=CC=C12)C1C(=C(NC(=C1C#N)C(F)(F)F)C)C#N (rac-4-(1H-Indazol-5-yl)-2-methyl-6-(trifluoromethyl)-1,4-dihydropyridine-3,5-dicarbonitrile). RXN SMILES: [NH:1]1[C:9]2[C:4](=[CH:5][C:6]([CH:10]=O)=[CH:7][CH:8]=2)[CH:3]=[N:2]1.[C:12]([CH:14]=[C:15]([O-])[CH3:16])#[N:13].[Na+].[NH2:19][C:20]([C:24]([F:27])([F:26])[F:25])=[CH:21][C:22]#[N:23].C(O)(=O)C>C(O)CCCC.C1COCC1>[NH:1]1[C:9]2[C:4](=[CH:5][C:6]([CH:10]3[C:21]([C:22]#[N:23])=[C:20]([C:24]([F:27])([F:26])[F:25])[NH:19][C:15]([CH3:16])=[C:14]3[C:12]#[N:13])=[CH:7][CH:8]=2)[CH:3]=[N:2]1 |f:1.2|. Reported procedure: A mixture of 250 mg (1.71 mmol) 1H-indazole-5-carbaldehyde, 180 mg (1.71 mmol) sodium 1-cyanoprop-1-en-2-olate and 931 mg (6.84 mmol) 3-amino-4,4,4-trifluorobut-2-enenitrile [preparation: A. W. Lutz, U.S. Pat. No. 3,635,977; C. G. Krespan, J. Org. Chem. 34, 42 (1969)] in 1-pentanol (2.5 ml) and acetic acid (0.15 ml) was heated to 105° C. overnight. After cooling, the reaction mixture was diluted with THF and directly purified by preparative RP-HPLC (acetonitrile/water+0.1% TFA gradient) yielding... Yields the product C(C(C)C)C1=CC=C(C=C1)C(C)Cl (1-(4′-isobutylphenyl)ethyl chloride). The reagents and catalysts are [Cl-].[Zn+2].[Cl-] (zinc chloride). Reactants: Cl (HCl), C(C)=O (acetaldehyde), C(C(C)C)C1=CC=CC=C1 (isobutylbenzene), C(C(C)C)C1=CC=CC=C1 (Isobutylbenzene). Conditions: time 6 hour. As a reaction SMILES: [CH2:1]([C:5]1[CH:10]=[CH:9][CH:8]=[CH:7][CH:6]=1)[CH:2]([CH3:4])[CH3:3].[CH:11](=O)[CH3:12].[ClH:14]>[Cl-].[Zn+2].[Cl-]>[CH2:1]([C:5]1[CH:10]=[CH:9][C:8]([CH:11]([Cl:14])[CH3:12])=[CH:7][CH:6]=1)[CH:2]([CH3:4])[CH3:3] |f:3.4.5|. Procedure details: Isobutylbenzene (402 g, 3 mol) and zinc chloride (136 g, 1 mol) are fed into a one liter flask equipped with termometer, stirrer, and gas inlet tube. The reaction is maintained below 10° C. by external cooling. A mixture of acetaldehyde (44 g, 1 mol) and isobutylbenzene (67 g, 0.5 mol) are added to the flask dropwise for 2 hours while maintaining the temperature of the flask below 10° C. The reaction is heated to room temperature and HCl is passed through the reaction medium in the flask for abo... The reactants are [BH4-], CC(=O)O, CCO, CCOC(=O)C(Cl)C(=O)c1ccccc1, [Na+]. Yields the product CCOC(=O)C(Cl)C(O)c1ccccc1. Reaction SMILES: [BH4-:20].[CH3:16][C:17](=[O:18])[OH:19].[CH3:22][CH2:23][OH:24].[Cl:1][CH:2]([C:3](=[O:4])[O:5][CH2:6][CH3:7])[C:8]([c:9]1[cH:10][cH:11][cH:12][cH:13][cH:14]1)=[O:15].[Na+:21]>>[Cl:1][CH:2]([C:3](=[O:4])[O:5][CH2:6][CH3:7])[CH:8]([c:9]1[cH:10][cH:11][cH:12][cH:13][cH:14]1)[OH:15]. Starting materials: CN1CCOCC1, COC(=O)C(N)C(C)(C)C, O=C(Cl)Oc1ccc([N+](=O)[O-])cc1, ClCCl, Cl. Yields the product COC(=O)C(NC(=O)Oc1ccc([N+](=O)[O-])cc1)C(C)(C)C. Reaction SMILES: [CH3:25][N:26]1[CH2:27][CH2:28][O:29][CH2:30][CH2:31]1.[CH3:2][O:3][C:4]([CH:5]([NH2:6])[C:7]([CH3:8])([CH3:9])[CH3:10])=[O:11].[Cl:12][C:13](=[O:14])[O:15][c:16]1[cH:17][cH:18][c:19]([N+:22](=[O:23])[O-:24])[cH:20][cH:21]1.[Cl:32][CH2:33][Cl:34].[ClH:1]>>[CH3:2][O:3][C:4]([CH:5]([NH:6][C:13](=[O:14])[O:15][c:16]1[cH:17][cH:18][c:19]([N+:22](=[O:23])[O-:24])[cH:20][cH:21]1)[C:7]([CH3:8])([CH3:9])[CH3:10])=[O:11]. The reactants are [N+](=O)([O-])C1=C(C=CC(=C1)[N+](=O)[O-])Cl (2,4-dinitrochlorobenzene), C(CO)(=O)[O-].C=C.[Na+] (mono-sodium ethylene glycolate), O (water). Run at temperature 65 celsius, time 1 hour. The solvent is C(CO)O (ethylene glycol), C(CO)O (ethylene glycol). Procedure details: 400 ml of ethylene glycol were introduced initially under nitrogen and heated to 65° C. in a 2 l reaction vessel fitted with a stirrer. 162 g of molten 2,4-dinitrochlorobenzene and 586 g of the 12.6% strength mono-sodium ethylene glycolate solution in ethylene glycol obtained in Example 1 were metered in to this mixture simultaneously over the course of 5 hours. The mixture was then stirred for 1 hour at 65° C., and then 600 ml of water was added thereto. The precipitate which formed was filtere... Yields the product [N+](=O)([O-])C1=C(OCCO)C=CC(=C1)[N+](=O)[O-] (2-(2′,4′-dinitro-phenoxy)-ethanol). Reaction SMILES: [N+:1]([C:4]1[CH:9]=[C:8]([N+:10]([O-:12])=[O:11])[CH:7]=[CH:6][C:5]=1Cl)([O-:3])=[O:2].[C:14]([O-])(=[O:17])[CH2:15][OH:16].C=C.[Na+].O>C(O)CO>[N+:1]([C:4]1[CH:9]=[C:8]([N+:10]([O-:12])=[O:11])[CH:7]=[CH:6][C:5]=1[O:16][CH2:15][CH2:14][OH:17])([O-:3])=[O:2] |f:1.2.3|. Isolated yield 96.6%. Starting materials: C1CCOC1, CCN(C(C)C)C(C)C, CC1(C)Cc2c(c(C(=O)O)cc3nc(Nc4c(F)cccc4Cl)[nH]c23)O1, Nc1ccc(C(F)(F)F)cc1F, O=S(Cl)Cl. Product: CC1(C)Cc2c(c(C(=O)Nc3ccc(C(F)(F)F)cc3F)cc3nc(Nc4c(F)cccc4Cl)[nH]c23)O1. RXN SMILES: [CH2:52]1[O:53][CH2:54][CH2:55][CH2:56]1.[CH:43]([N:44]([CH2:45][CH3:46])[CH:47]([CH3:48])[CH3:49])([CH3:50])[CH3:51].[Cl:1][c:2]1[c:3]([NH:9][c:10]2[nH:11][c:12]3[c:13]([n:14]2)[cH:15][c:16]([C:24](=[O:25])[OH:26])[c:17]2[c:18]3[CH2:19][C:20]([CH3:22])([CH3:23])[O:21]2)[c:4]([F:8])[cH:5][cH:6][cH:7]1.[F:31][c:32]1[c:33]([NH2:34])[cH:35][cH:36][c:37]([C:39]([F:40])([F:41])[F:42])[cH:38]1.[S:27]([Cl:28])([Cl:29])=[O:30]>>[Cl:1][c:2]1[c:3]([NH:9][c:10]2[nH:11][c:12]3[c:13]([n:14]2)[cH:15][c:16]([C:24](=[O:26])[NH:34][c:33]2[c:32]([F:31])[cH:38][c:37]([C:39]([F:40])([F:41])[F:42])[cH:36][cH:35]2)[c:17]2[c:18]3[CH2:19][C:20]([CH3:22])([CH3:23])[O:21]2)[c:4]([F:8])[cH:5][cH:6][cH:7]1. Starting materials: NC=1N=CC(=NC1C=1OC(=NN1)C1=CC=C(C=C1)O)C1=CC=C(C(=O)N(C)C)C=C1 (4-[5-amino-6-[5-(4-hydroxyphenyl)-1,3,4-oxadiazol-2-yl]pyrazin-2-yl]-N,N-dimethyl-benzamide), NC=1N=CC(=NC1C=1OC(=NN1)C1=C(C=CC=C1)I)C1=CC=C(C(=O)N(C)C)C=C1 (4-[5-amino-6-[5-(2-iodophenyl)-1,3,4-oxadiazol-2-yl]pyrazin-2-yl]-N,N-dimethyl-benzamide), NC=1N=CC(=NC1C=1OC(=NN1)C=1SC=CC1C)C1=CC=C(C(=O)N(C)C)C=C1 (4-[5-amino-6-[5-(3-methyl-2-thienyl)-1,3,4-oxadiazol-2-yl]pyrazin-2-yl]-N,N-dimethyl-benzamide), NC=1N=CC(=NC1C=1OC(=NN1)C=1SC(=CC1)C)C1=CC=C(C(=O)N(C)C)C=C1 (4-[5-amino-6-[5-(5-methyl-2-thienyl)-1,3,4-oxadiazol-2-yl]pyrazin-2-yl]-N,N-dimethyl-benzamide), NC=1N=CC(=NC1C=1OC(=NN1)C1=CSC=C1)C1=CC=C(C(=O)N(C)C)C=C1 (4-[5-amino-6-[5-(3-thienyl)-1,3,4-oxadiazol-2-yl]pyrazin-2-yl]-N,N-dimethyl-benzamide), NC=1N=CC(=NC1C=1OC(=NN1)C1=C(C=CC=C1)OC)C1=CC=C(C(=O)N(C)C)C=C1 (4-[5-amino-6-[5-(2-methoxyphenyl)-1,3,4-oxadiazol-2-yl]pyrazin-2-yl]-N,N-dimethyl-benzamide), NC=1N=CC(=NC1C=1OC(=NN1)C1CC1)C1=CC=C(C(=O)N(C)C)C=C1 (4-[5-amino-6-(5-cyclopropyl-1,3,4-oxadiazol-2-yl)pyrazin-2-yl]-N,N-dimethyl-benzamide), NC=1N=CC(=NC1C=1OC(=NN1)C1=CC=C(C=C1)OC)C1=CC=C(C(=O)N(C)C)C=C1 (4-[5-amino-6-[5-(4-methoxyphenyl)-1,3,4-oxadiazol-2-yl]pyrazin-2-yl]-N,N-dimethyl-benzamide), NC=1N=CC(=NC1C=1OC(=NN1)C=1C=C(C=CC1)C)C1=CC=C(C(=O)N(C)C)C=C1 (4-[5-amino-6-[5-(m-tolyl)-1,3,4-oxadiazol-2-yl]pyrazin-2-yl]-N,N-dimethyl-benzamide). The product is NC=1N=CC(=NC1C=1OC(=NN1)C1=C(C=CC=C1)C)C1=CC=C(C(=O)N(C)C)C=C1 (4-[5-amino-6-[5-(o-tolyl)-1,3,4-oxadiazol-2-yl]pyrazin-2-yl]-N,N-dimethyl-benzamide). Reaction SMILES: [NH2:1][C:2]1[N:3]=[CH:4][C:5]([C:20]2[CH:30]=[CH:29][C:23]([C:24]([N:26]([CH3:28])[CH3:27])=[O:25])=[CH:22][CH:21]=2)=[N:6][C:7]=1[C:8]1[O:9][C:10]([C:13]2[CH:18]=[CH:17][C:16](O)=[CH:15][CH:14]=2)=[N:11][N:12]=1.N[C:32]1N=CC(C2C=CC(C(N(C)C)=O)=CC=2)=NC=1C1OC(C2CC2)=NN=1.NC1N=CC(C2C=CC(C(N(C)C)=O)=CC=2)=NC=1C1OC(C2C=CC(OC)=CC=2)=NN=1.NC1N=CC(C2C=CC(C(N(C)C)=O)=CC=2)=NC=1C1OC(C2SC=CC=2C)=NN=1.NC1N=CC(C2C=CC(C(N(C)C)=O)=CC=2)=NC=1C1OC(C2C=CC=CC=2I)=NN=1.NC1N=CC(C2C=CC(C(N(C)C)=O)=CC=2)=NC=1C1OC(C2C=C(C)C=CC=2)=NN=1.NC1N=CC(C2C=CC(C(N(C)C)=O)=CC=2)=NC=1C1OC(C2C=CC=CC=2OC)=NN=1.NC1N=CC(C2C=CC(C(N(C)C)=O)=CC=2)=NC=1C1OC(C2SC(C)=CC=2)=NN=1.NC1N=CC(C2C=CC(C(N(C)C)=O)=CC=2)=NC=1C1OC(C2C=CSC=2)=NN=1>>[NH2:1][C:2]1[N:3]=[CH:4][C:5]([C:20]2[CH:30]=[CH:29][C:23]([C:24]([N:26]([CH3:28])[CH3:27])=[O:25])=[CH:22][CH:21]=2)=[N:6][C:7]=1[C:8]1[O:9][C:10]([C:13]2[CH:18]=[CH:17][CH:16]=[CH:15][C:14]=2[CH3:32])=[N:11][N:12]=1. Reported procedure: Compound IA-87 4-[5-amino-6-[5-(4-hydroxyphenyl)-1,3,4-oxadiazol-2-yl]pyrazin-2-yl]-N,N-dimethyl-benzamide 1H NMR (400.0 MHz, DMSO) d 2.98 (m, 6H), 7.04 (m, 2H), 7.54 (m, 2H), 7.76 (br s, 2H), 8.01 (m, 2H), 8.16 (m, 2H), 8.97 (s, 1H) and 10.42 (s, 1H) ppm; MS (ES+) 403.16 Compound IA-101 4-[5-amino-6-(5-cyclopropyl-1,3,4-oxadiazol-2-yl)pyrazin-2-yl]-N,N-dimethyl-benzamide 1H NMR (400.0 MHz, DMSO) d 1.14-1.18 (m, 2H), 1.22-1.25 (m, 2H), 2.40 (m, 1H), 3.01 (m, 6H), 7.54 (m, 2H), 7.68 (br s, 2H), 8... The reactants are CC(C)(C)OC(C(=O)O)N(CCBr)C(OC(C)(C)C)C(=O)O, CCS, CCN(C(C)C)C(C)C, ClCCl. Yields the product CCSCCN(C(OC(C)(C)C)C(=O)O)C(OC(C)(C)C)C(=O)O. RXN SMILES: [C:1]([CH3:2])([CH3:3])([CH3:4])[O:5][CH:6]([N:7]([CH:8]([C:9](=[O:10])[OH:11])[O:12][C:13]([CH3:14])([CH3:15])[CH3:16])[CH2:17][CH2:18][Br:19])[C:20](=[O:21])[OH:22].[CH2:32]([CH3:33])[SH:34].[CH:23]([N:24]([CH:25]([CH3:26])[CH3:27])[CH2:28][CH3:29])([CH3:30])[CH3:31].[Cl:35][CH2:36][Cl:37]>>[C:1]([CH3:2])([CH3:3])([CH3:4])[O:5][CH:6]([N:7]([CH:8]([C:9](=[O:10])[OH:11])[O:12][C:13]([CH3:14])([CH3:15])[CH3:16])[CH2:17][CH2:18][S:34][CH2:32][CH3:33])[C:20](=[O:21])[OH:22].